This data is from the Open Reaction Database (ORD), a public repository of structured organic reaction records. The task is: describe an organic reaction: reactants, conditions, products, and yield Reactants: [Si](C1=CC=CC=C1)(C1=CC=CC=C1)(C(C)(C)C)OC[C@H]1N(C(CCC1)OC)C(=O)OC(C)(C)C ((2S)-tert-butyl 2-((tert-butyldiphenylsilyloxy)methyl)-6-methoxypiperidine-1-carboxylate), [Cl-].[NH4+] (ammonium chloride). Reaction conditions: temperature 150 celsius. The product is [Si](C1=CC=CC=C1)(C1=CC=CC=C1)(C(C)(C)C)OC[C@H]1N(C=CCC1)C(=O)OC(C)(C)C ((S)-tert-Butyl 2-((tert-butyldiphenylsilyloxy)methyl)-3,4-dihydropyridine-1(2H)-carboxylate). Yield: 85.7%. Reaction SMILES: [Si:1]([O:18][CH2:19][C@@H:20]1[CH2:25][CH2:24][CH2:23][CH:22](OC)[N:21]1[C:28]([O:30][C:31]([CH3:34])([CH3:33])[CH3:32])=[O:29])([C:14]([CH3:17])([CH3:16])[CH3:15])([C:8]1[CH:13]=[CH:12][CH:11]=[CH:10][CH:9]=1)[C:2]1[CH:7]=[CH:6][CH:5]=[CH:4][CH:3]=1.[Cl-].[NH4+]>>[Si:1]([O:18][CH2:19][C@@H:20]1[CH2:25][CH2:24][CH:23]=[CH:22][N:21]1[C:28]([O:30][C:31]([CH3:34])([CH3:33])[CH3:32])=[O:29])([C:14]([CH3:16])([CH3:17])[CH3:15])([C:8]1[CH:13]=[CH:12][CH:11]=[CH:10][CH:9]=1)[C:2]1[CH:7]=[CH:6][CH:5]=[CH:4][CH:3]=1 |f:1.2|. Procedure: A mixture of ((2S)-tert-butyl 2-((tert-butyldiphenylsilyloxy)methyl)-6-methoxypiperidine-1-carboxylate (9 g, 18.6 mmol) and ammonium chloride (150 mg, 2.8 mmol) was heated at 150° C. under reduced pressure (50 mbar) for 2 h, cooled to RT, and purified by silica gel chromatography (eluting with 0-10% EtOAc in petroleum ether) to provide the title intermediate (7.2 g).